describe an organic reaction: reactants, conditions, products, and yield From a dataset of the Open Reaction Database (ORD), a public repository of structured organic reaction records. The reactants are C([O-])([O-])=O.[Cs+].[Cs+] (cesium carbonate), ClC1=CN=CC(=N1)N (6-chloropyrazin-2-amine), N1=CC(=CC=C1)B(O)O (3-pyridineboronic acid), aqueous solution. The solvent is O1CCOCC1 (dioxane). Conditions: time 16 hour. Product: N1=CC(=CC=C1)C1=CN=CC(=N1)N (6-Pyridin-3-ylpyrazin-2-amine). The yield is 85.9%. RXN SMILES: Cl[C:2]1[N:7]=[C:6]([NH2:8])[CH:5]=[N:4][CH:3]=1.[N:9]1[CH:14]=[CH:13][CH:12]=[C:11](B(O)O)[CH:10]=1.C(=O)([O-])[O-].[Cs+].[Cs+]>O1CCOCC1>[N:9]1[CH:14]=[CH:13][CH:12]=[C:11]([C:2]2[N:7]=[C:6]([NH2:8])[CH:5]=[N:4][CH:3]=2)[CH:10]=1 |f:2.3.4|. Procedure: An oven dried resealable Schlenk tube was charged with 6-chloropyrazin-2-amine (0.73 g, 5.71 mmol), 3-pyridineboronic acid (0.91 g, 7.42 mmol), dioxane (50 mL) and a 2M aqueous solution of cesium carbonate (8.5 mL, 17.13 mmol). The Schlenk tube was subjected to three cycles of evacuation-backfilling with argon, and 1,1′-bis(diphenylphosphino)ferrocene-palladium(II) dichloride dichloromethane complex (290 mg, 0.35 mmol) was added. After three new cycles of evacuation-backfilling with argon, the S...